From a dataset of the Open Reaction Database (ORD), a public repository of structured organic reaction records. describe an organic reaction: reactants, conditions, products, and yield Reactants: S(=O)(Cl)Cl (thionyl chloride), FC1=C(C(=O)O)C=CC(=C1)F (2,4-difluorobenzoic acid), C(=O)(O)[O-].[Na+] (NaHCO3). Solvent: CO (methanol), CO (methanol), ice water. Conditions: time 24 hour. Yields the product FC1=C(C(=O)OC)C=CC(=C1)F (methyl 2,4-difluorobenzoate). The yield is 97.0%. RXN SMILES: [F:1][C:2]1[CH:10]=[C:9]([F:11])[CH:8]=[CH:7][C:3]=1[C:4]([OH:6])=[O:5].S(Cl)(Cl)=O.[C:16]([O-])(O)=O.[Na+]>CO>[F:1][C:2]1[CH:10]=[C:9]([F:11])[CH:8]=[CH:7][C:3]=1[C:4]([O:6][CH3:16])=[O:5] |f:2.3|. Reported procedure: A solution of 2,4-difluorobenzoic acid (1.5808 g, 10.00 mmol) in methanol (15 ml) was cooled to 0° C. in ice-water bath. To the mixture was added dropwise a solution of thionyl chloride (1.46 ml, 20.02 mmol) in methanol (10 ml). The mixture was gradually warmed to room temperature and stirred for 24 hours. The mixture was added to sat. NaHCO3 aqueous solution, extracted three times with ether and dried over MgSO4. The mixture was concentrated and purified by silica gel chromatography (hexane/eth... The product is COC(=O)C1CC(NCc2ccccc2)CN1Cc1ccccc1. The reactants are COC(=O)C1CC(=O)CN1Cc1ccccc1, CC(=O)O, ClCCl, NCc1ccccc1. As a reaction SMILES: [CH3:1][O:2][C:3](=[O:4])[CH:5]1[N:6]([CH2:11][c:12]2[cH:13][cH:14][cH:15][cH:16][cH:17]2)[CH2:7][C:8](=[O:10])[CH2:9]1.[CH3:26][C:27](=[O:28])[OH:29].[Cl:30][CH2:31][Cl:32].[NH2:18][CH2:19][c:20]1[cH:21][cH:22][cH:23][cH:24][cH:25]1>>[CH3:1][O:2][C:3](=[O:4])[CH:5]1[N:6]([CH2:11][c:12]2[cH:13][cH:14][cH:15][cH:16][cH:17]2)[CH2:7][CH:8]([NH:18][CH2:19][c:20]2[cH:21][cH:22][cH:23][cH:24][cH:25]2)[CH2:9]1. Starting materials: CC1(OC2=C(N(C1)C)C=CC=C2)C(=O)OC (2,4-Dimethyl-2-methoxycarbonyl-3,4-dihydro-2H-1,4-benzoxazine), [OH-].[K+] (KOH), C(C)OC(=O)C1OC2=C(N(C1)C)C=CC=C2 (2-ethoxycarbonyl-4-methyl-3,4-dihydro-2H-1,4-benzoxazine), C(C)(C)[N-]C(C)C.[Li+] (lithium diisopropylamide), solution, IC (iodomethane). Run in C(C)O (ethanol), O1CCCC1 (tetrahydrofuran), O1CCCC1 (tetrahydrofuran). Reaction conditions: time 1 hour. The product is C(C(=O)O)(=O)O.N1C(=NCC1)C1(OC2=C(N(C1)C)C=CC=C2)C (2-(4,5-Dihydro-1H-2-imidazolyl)-2,4-dimethyl-3,4-dihydro-2H-1,4-benzoxazine Oxalate). RXN SMILES: C[C:2]1([C:13]([O:15]C)=[O:14])C[N:6](C)C2C=CC=CC=2[O:3]1.[OH-].[K+].C([O:21][C:22]([CH:24]1[CH2:29][N:28]([CH3:30])[C:27]2[CH:31]=[CH:32][CH:33]=[CH:34][C:26]=2[O:25]1)=O)C.[CH:35]([N-:38][CH:39](C)C)([CH3:37])C.[Li+].IC>C(O)C.O1CCCC1>[C:13]([OH:15])(=[O:14])[C:2]([OH:21])=[O:3].[NH:38]1[CH2:35][CH2:37][N:6]=[C:39]1[C:24]1([CH3:22])[CH2:29][N:28]([CH3:30])[C:27]2[CH:31]=[CH:32][CH:33]=[CH:34][C:26]=2[O:25]1 |f:1.2,4.5,9.10|. Procedure details: 2,4-Dimethyl-2-methoxycarbonyl-3,4-dihydro-2H-1,4-benzoxazine 20 ml of 5% KOH are added to 11.3 mmol (2.5 g) of 2-ethoxycarbonyl-4-methyl-3,4-dihydro-2H-1,4-benzoxazine (described in J. Heterocyclic Chem., 1985, 22, 177) in 10 ml of ethanol and 10 ml of tetrahydrofuran. The reaction mixture is stirred at room temperature for 1 hour. The solvent is evaporated off, and the resulting residue is taken up in an ethyl acetate/water mixture, at acidic pH, and extracted. The organic phase is dried and c... Starting materials: NN1C2=C(C(=C(C1=O)C1=NS(C3=C(N1)C=CC=C3)(=O)=O)O)SC=C2 (4-amino-6-(1,1-dioxido-4H-1,2,4-benzothiadiazin-3-yl)-7-hydroxythieno[3,2-b]pyridin 5(4H)-one), CC(CCC)=O (pentan-2-one). Solvent: CN(C(C)=O)C (N,N-dimethylacetamide). Run at temperature 25 celsius. Yields the product O=S1(N=C(NC2=C1C=CC=C2)C2=C(C1=C(N(C2=O)N=C(CCC)C)C=CS1)O)=O (6-(1,1-dioxido-4H-1,2,4-benzothiadiazin-3-yl)-7-hydroxy-4-{[1-methylbutylidene]amino}thieno[3,2-b]pyridin-5(4H)-one). As a reaction SMILES: [NH2:1][N:2]1[C:7](=[O:8])[C:6]([C:9]2[NH:14][C:13]3[CH:15]=[CH:16][CH:17]=[CH:18][C:12]=3[S:11](=[O:20])(=[O:19])[N:10]=2)=[C:5]([OH:21])[C:4]2[S:22][CH:23]=[CH:24][C:3]1=2.[CH3:25][C:26](=O)[CH2:27][CH2:28][CH3:29]>CN(C)C(=O)C>[O:19]=[S:11]1(=[O:20])[C:12]2[CH:18]=[CH:17][CH:16]=[CH:15][C:13]=2[NH:14][C:9]([C:6]2[C:7](=[O:8])[N:2]([N:1]=[C:26]([CH3:25])[CH2:27][CH2:28][CH3:29])[C:3]3[CH:24]=[CH:23][S:22][C:4]=3[C:5]=2[OH:21])=[N:10]1. Procedure: The product of Example 268D (0.073 g, 0.2 mmol) was reacted with pentan-2-one (0.9 g, 10.4 mmol) in N,N-dimethylacetamide (2 mL) in a sealed tube at 135° C. for 60 minutes in a microwave reactor. The reaction was cooled to 25° C. and concentrated under vacuum. The resulting residue was triturated with diethyl ether (3 mL) and filtered to give the title compound. The reactants are CCCCCCC(C)(C)c1ccc(C2CC=CC(=O)C2)c(OCc2ccccc2)c1, C[Cu]C, CCCCCC, [Cl-], [Li], [NH4+]. Yields the product CCCCCCC(C)(C)c1ccc(C2CC(=O)CC(C)C2)c(OCc2ccccc2)c1. Reaction SMILES: [CH2:5]([c:6]1[cH:7][cH:8][cH:9][cH:10][cH:11]1)[O:12][c:13]1[c:14]([CH:28]2[CH2:29][CH:30]=[CH:31][C:32](=[O:34])[CH2:33]2)[cH:15][cH:16][c:17]([C:19]([CH2:20][CH2:21][CH2:22][CH2:23][CH2:24][CH3:25])([CH3:26])[CH3:27])[cH:18]1.[CH3:2][Cu:3][CH3:4].[CH3:37][CH2:38][CH2:39][CH2:40][CH2:41][CH3:42].[Cl-:35].[Li:1].[NH4+:36]>>[CH3:2][CH:30]1[CH2:29][CH:28]([c:14]2[c:13]([O:12][CH2:5][c:6]3[cH:7][cH:8][cH:9][cH:10][cH:11]3)[cH:18][c:17]([C:19]([CH2:20][CH2:21][CH2:22][CH2:23][CH2:24][CH3:25])([CH3:26])[CH3:27])[cH:16][cH:15]2)[CH2:33][C:32](=[O:34])[CH2:31]1.